This data is from the Open Reaction Database (ORD), a public repository of structured organic reaction records. The task is: describe an organic reaction: reactants, conditions, products, and yield The reactants are C1(=CC=CC=C1)C1=CC=C(C(CCl)=O)C=C1 (4-phenylphenacyl chloride), C(C1=CC=CC=C1)[Mg]Cl (benzyl-magnesium chloride). Run in C(C)OCC (diethyl ether). The product is [Mg] (magnesium), C(C1=CC=CC=C1)Cl (benzyl chloride). As a reaction SMILES: [C:1]1([C:7]2C=CC(C(=O)CCl)=CC=2)[CH:6]=[CH:5][CH:4]=[CH:3][CH:2]=1.C([Mg:24][Cl:25])C1C=CC=CC=1>C(OCC)C>[Mg:24].[CH2:7]([Cl:25])[C:1]1[CH:2]=[CH:3][CH:4]=[CH:5][CH:6]=1. Reported procedure: 115.3 g (0.5 mol) of 4-phenylphenacyl chloride are added portions to a solution of benzyl-magnesium chloride, obtained from 24.3 g (1 mol) of magnesium and 115 ml (1 mol) of benzyl chloride in 150 ml of diethyl ether. The reaction mixture is warmed under reflux for 90 minutes and then poured onto aqueous ammonium chloride solution. The ether phase is separated off, washed with water, dried over sodium sulphate and concentrated. The oil which remains is made to crystallise by stirring with petrol...